This data is from the Open Reaction Database (ORD), a public repository of structured organic reaction records. The task is: describe an organic reaction: reactants, conditions, products, and yield Reactants: O=C1N(C(C2=CC=CC=C12)=O)C1=[N+](C=C(C=C1)C)[O-] (2-(1,3-dioxoisoindolin-2-yl)-5-methylpyridine 1-oxide), P(=O)(Br)(Br)Br (POBr3), C(=O)([O-])[O-].[Na+].[Na+] (Na2CO3). Run in ClC(C)Cl (1,1-dichloroethane). Conditions: temperature 40 celsius. Yields the product BrC1=C(C=CC(=N1)N1C(C2=CC=CC=C2C1=O)=O)C (2-(6-bromo-5-methylpyridin-2-yl)isoindoline-1,3-dione). As a reaction SMILES: [O:1]=[C:2]1[C:10]2[C:5](=[CH:6][CH:7]=[CH:8][CH:9]=2)[C:4](=[O:11])[N:3]1[C:12]1[CH:17]=[CH:16][C:15]([CH3:18])=[CH:14][N+:13]=1[O-].P(Br)(Br)([Br:22])=O.C([O-])([O-])=O.[Na+].[Na+]>ClC(Cl)C>[Br:22][C:14]1[N:13]=[C:12]([N:3]2[C:2](=[O:1])[C:10]3[C:5](=[CH:6][CH:7]=[CH:8][CH:9]=3)[C:4]2=[O:11])[CH:17]=[CH:16][C:15]=1[CH3:18] |f:2.3.4|. Procedure: To a solution of 2-(1,3-dioxoisoindolin-2-yl)-5-methylpyridine 1-oxide (501 mg, 1.97 mmol) in 1,1-dichloroethane (5 ml) is added POBr3 (679 mg, 2.36 mmol) in small portions at 0° C., and the solution is then heated at 40° C. for 2 hours. The solution is cooled to room temperature, poured into crushed ice, neutralized with Na2CO3 and extracted with dichloromethane. The separated organic layer is further washed with water, brine and dried over Na2SO4. After concentration, the crude product is puri... Starting materials: ClC1=CC(=CC=C1)C(=O)OO (metachloroperbenzoic acid), ClC=1C=C(C2=C(N(C(CO2)=O)C)C1)C(=O)NC1CN2CCC1CC2 (6-chloro-3,4-dihyro-4-methyl-3-oxo-N-(3-quinuclidinyl)-2H-1,4-benzoxazine-8-carboxamide), resultant solution. Run in C(Cl)(Cl)Cl (chloroform). Run at time 30 minute. The product is O.ClC=1C=C(C2=C(N(C(CO2)=O)C)C1)C(=O)[NH+](C1CN2CCC1CC2)[O-].ClC=2C=C(C1=C(N(C(CO1)=O)C)C2)C(=O)[NH+]([O-])C2CN1CCC2CC1 (6-chloro-3,4-dihydro-4-methyl-3-oxo-N-(3-quinuclidinyl)-2H-1,4-benzoxazine-8-carboxamide N-oxide hemihydrate). RXN SMILES: [Cl:1][C:2]1[CH:3]=[C:4]([C:14]([NH:16][CH:17]2[CH:22]3[CH2:23][CH2:24][N:19]([CH2:20][CH2:21]3)[CH2:18]2)=[O:15])[C:5]2[O:10][CH2:9][C:8](=[O:11])[N:7]([CH3:12])[C:6]=2[CH:13]=1.ClC1C=CC=C(C(OO)=[O:33])C=1>C(Cl)(Cl)Cl>[OH2:10].[Cl:1][C:2]1[CH:3]=[C:4]([C:14]([NH+:16]([O-:33])[CH:17]2[CH:22]3[CH2:23][CH2:24][N:19]([CH2:20][CH2:21]3)[CH2:18]2)=[O:15])[C:5]2[O:10][CH2:9][C:8](=[O:11])[N:7]([CH3:12])[C:6]=2[CH:13]=1.[Cl:1][C:2]1[CH:3]=[C:4]([C:14]([NH+:16]([CH:17]2[CH:22]3[CH2:23][CH2:24][N:19]([CH2:20][CH2:21]3)[CH2:18]2)[O-:33])=[O:15])[C:5]2[O:10][CH2:9][C:8](=[O:11])[N:7]([CH3:12])[C:6]=2[CH:13]=1 |f:3.4.5|. Reported procedure: To a solution of 5.0 g of 6-chloro-3,4-dihyro-4-methyl-3-oxo-N-(3-quinuclidinyl)-2H-1,4-benzoxazine-8-carboxamide in 100 ml of chloroform with cooling at -30° C. is added 4.02 g of 80% metachloroperbenzoic acid, and the system stirred at -20° C. to -25° C. for about 30 minutes. The resultant solution is stirred at room temperature for 20 minutes and ammonia gas is bubbled into the solution at 10°-18° C. The precipitated crystals are filtered off and the filtrate is concentrated under reduced pre... Starting materials: COC(=O)CN1C(=O)N(c2cc(Cc3n[nH]c(=O)c4ccccc34)ccc2F)C(=O)C1C, CO, N. Yields the product CC1C(=O)N(c2cc(Cc3n[nH]c(=O)c4ccccc34)ccc2F)C(=O)N1CC(=O)O. As a reaction SMILES: [CH3:1][O:2][C:3]([CH2:4][N:5]1[C:6](=[O:31])[N:7]([c:12]2[c:13]([F:30])[cH:14][cH:15][c:16]([CH2:18][c:19]3[n:20][nH:21][c:22](=[O:29])[c:23]4[cH:24][cH:25][cH:26][cH:27][c:28]34)[cH:17]2)[C:8](=[O:11])[CH:9]1[CH3:10])=[O:32].[CH3:33][OH:34].[NH3:35]>>[O:2]=[C:3]([CH2:4][N:5]1[C:6](=[O:31])[N:7]([c:12]2[c:13]([F:30])[cH:14][cH:15][c:16]([CH2:18][c:19]3[n:20][nH:21][c:22](=[O:29])[c:23]4[cH:24][cH:25][cH:26][cH:27][c:28]34)[cH:17]2)[C:8](=[O:11])[CH:9]1[CH3:10])[OH:32]. Reactants: ClC1=CC=C(C=C1)N1CCNCC1 (1-(4-chlorophenyl)piperazine), N=1NC(=C2CCCCC12)CCC(=O)O (3-(4,5,6,7-tetrahydro-2H-indazol-3-yl)propionic acid), ClC1=CC=C(C=C1)C1CCNCC1 (4-(4-chlorophenyl)piperidine). Product: ClC1=CC=C(C=C1)N1CCN(CC1)CCCC=1N(N=C2CCCCC12)C1=NC=CC=C1 (3-(3-(4-(4-chlorophenyl)piperazin-1-yl)propyl)-4,5,6,7-tetrahydro-2-(2-pyridyl)-2H-indazole). Reaction SMILES: [Cl:1][C:2]1[CH:7]=[CH:6][C:5]([N:8]2[CH2:13][CH2:12][NH:11][CH2:10][CH2:9]2)=[CH:4][CH:3]=1.[N:14]1[NH:15][C:16]([CH2:23][CH2:24][C:25](O)=O)=[C:17]2[C:22]=1[CH2:21][CH2:20][CH2:19][CH2:18]2.ClC1C=CC([CH:35]2[CH2:40][CH2:39][NH:38][CH2:37][CH2:36]2)=CC=1>>[Cl:1][C:2]1[CH:3]=[CH:4][C:5]([N:8]2[CH2:13][CH2:12][N:11]([CH2:25][CH2:24][CH2:23][C:16]3[N:15]([C:37]4[CH:36]=[CH:35][CH:40]=[CH:39][N:38]=4)[N:14]=[C:22]4[C:17]=3[CH2:18][CH2:19][CH2:20][CH2:21]4)[CH2:10][CH2:9]2)=[CH:6][CH:7]=1. Procedure details: In the same manner as in Example 102 except that 3-(4,5,6,7-tetrahydro-2-(2-pyridyl)-2H-indazol-3-yl)propionic acid obtained in Staring Material Synthesis Example 10 and 1-(4-chlorophenyl)piperazine were used instead of 3-(4,5,6,7-tetrahydro-2H-indazol-3-yl)propionic acid obtained in Starting Material Synthesis Example 1 and 4-(4-chlorophenyl)piperidine, 3-(3-(4-(4-chlorophenyl)piperazin-1-yl)propyl)-4,5,6,7-tetrahydro-2-(2-pyridyl)-2H-indazole was obtained, m.p. 101-103° C.